This data is from the Open Reaction Database (ORD), a public repository of structured organic reaction records. The task is: describe an organic reaction: reactants, conditions, products, and yield The reactants are Cn1cc(Br)nc(O)c1=O, Br, C1COCCO1, Cc1c(NC(=O)c2cc3c(s2)CCCC3)cccc1B1OC(C)(C)C(C)(C)O1, [Na+], [Na+], O=C([O-])[O-], c1ccc(P(c2ccccc2)(c2ccccc2)[Pd](P(c2ccccc2)(c2ccccc2)c2ccccc2)(P(c2ccccc2)(c2ccccc2)c2ccccc2)P(c2ccccc2)(c2ccccc2)c2ccccc2)cc1. Yields the product [Na+], Cc1c(NC(=O)c2cc3c(s2)CCCC3)cccc1-c1cn(C)c(=O)c([O-])n1. Reaction SMILES: [Br:8][c:9]1[n:10][c:11]([OH:17])[c:12](=[O:16])[n:13]([CH3:15])[cH:14]1.[BrH:7].[CH2:123]1[O:124][CH2:125][CH2:126][O:127][CH2:128]1.[CH3:18][c:19]1[c:20]([NH:34][C:35](=[O:36])[c:37]2[cH:38][c:39]3[c:40]([s:41]2)[CH2:42][CH2:43][CH2:44][CH2:45]3)[cH:21][cH:22][cH:23][c:24]1[B:25]1[O:26][C:27]([CH3:28])([CH3:29])[C:30]([CH3:31])([CH3:32])[O:33]1.[Na+:1].[Na+:2].[O-:3][C:4](=[O:5])[O-:6].[cH:46]1[cH:47][cH:48][c:49]([P:50]([Pd:51]([P:52]([c:53]2[cH:54][cH:55][cH:56][cH:57][cH:58]2)([c:59]2[cH:60][cH:61][cH:62][cH:63][cH:64]2)[c:65]2[cH:66][cH:67][cH:68][cH:69][cH:70]2)([P:71]([c:72]2[cH:73][cH:74][cH:75][cH:76][cH:77]2)([c:78]2[cH:79][cH:80][cH:81][cH:82][cH:83]2)[c:84]2[cH:85][cH:86][cH:87][cH:88][cH:89]2)[P:90]([c:91]2[cH:92][cH:93][cH:94][cH:95][cH:96]2)([c:97]2[cH:98][cH:99][cH:100][cH:101][cH:102]2)[c:103]2[cH:104][cH:105][cH:106][cH:107][cH:108]2)([c:109]2[cH:110][cH:111][cH:112][cH:113][cH:114]2)[c:115]2[cH:116][cH:117][cH:118][cH:119][cH:120]2)[cH:121][cH:122]1>>[Na+:1].[c:9]1(-[c:24]2[c:19]([CH3:18])[c:20]([NH:34][C:35](=[O:36])[c:37]3[cH:38][c:39]4[c:40]([s:41]3)[CH2:42][CH2:43][CH2:44][CH2:45]4)[cH:21][cH:22][cH:23]2)[n:10][c:11]([O-:17])[c:12](=[O:16])[n:13]([CH3:15])[cH:14]1. Reactants: C1(CCCCC1)N=C=NC1CCCCC1 (dicyclohexylcarbodiimide), C1(C=CC(N1NCCCCCC(=O)O)=O)=O (N-maleimido-6-aminocaproic acid). Run in CN(C)C=O (DMF). Yields the product C1(CCCCC1)NC(=O)NC1CCCCC1 (dicyclohexyl urea). RXN SMILES: [CH:1]1([N:7]=[C:8]=[N:9][CH:10]2[CH2:15][CH2:14][CH2:13][CH2:12][CH2:11]2)[CH2:6][CH2:5][CH2:4][CH2:3][CH2:2]1.C1(=O)N(NCCCCCC(O)=[O:28])C(=O)C=C1>CN(C=O)C>[CH:10]1([NH:9][C:8]([NH:7][CH:1]2[CH2:2][CH2:3][CH2:4][CH2:5][CH2:6]2)=[O:28])[CH2:15][CH2:14][CH2:13][CH2:12][CH2:11]1. Procedure details: One equivalent (2.24 g, 0.01 mole) of HNSA was mixed together - with one equivalent (2.06 g, 0.01 mole) of dicyclohexylcarbodiimide and one equivalent (2.10 g, 0.01 mole) of N-maleimido-6-aminocaproic acid in 25 ml of DMF at room temperature overnight. A white precipitate of dicyclohexyl urea was formed. The precipitate was filtered and 300 ml diethyl ether was added to the mother liquor. After about 10 minutes to four hours a gummy solid that precipitated from the mother liquor was formed. This... Reactants: Cl.BrC=1C=2N(N=C(C1)Cl)C=CN2 (8-bromo-6-chloroimidazo[1,2-b]pyridazine hydrochloride salt), [B-](F)(F)(F)F.[B-](F)(F)(F)F.C1C[N+]2(CC[N+]1(CC2)CCl)F (selectflor). Solvent: CC#N (CH3CN). Run at time 6 hour. Product: BrC=1C=2N(N=C(C1)Cl)C(=CN2)F (8-bromo-6-chloro-3-fluoroimidazo[1,2-b]pyridazine). The yield is 24.2%. Reaction SMILES: Cl.[Br:2][C:3]1[C:4]2[N:5]([CH:10]=[CH:11][N:12]=2)[N:6]=[C:7]([Cl:9])[CH:8]=1.[B-](F)(F)(F)[F:14].[B-](F)(F)(F)F.C1[N+]2(CCl)CC[N+](F)(CC2)C1>CC#N>[Br:2][C:3]1[C:4]2[N:5]([C:10]([F:14])=[CH:11][N:12]=2)[N:6]=[C:7]([Cl:9])[CH:8]=1 |f:0.1,2.3.4|. Procedure: In a 20 ml reaction vial was added 8-bromo-6-chloroimidazo[1,2-b]pyridazine hydrochloride salt (0.33 g, 1.4 mmol) from Example I(1), step 1b, CH3CN (7.0 ml) and selectflor (0.5 g, 1.4 mmol). The reaction was stirred at 50 C for 6 hrs, then concentrated to dryness. Purification was done by silica gel chromatography (ethyl acetate/heptane, 25 min gradient: 5-50% ethyl acetate) to give 0.085 g of 8-bromo-6-chloro-3-fluoroimidazo[1,2-b]pyridazine. The reactants are C(C)OC(CN1C(C(CC=C(C1)C)NC(=O)C1=NC=CC2=CC=CC=C12)=O)=O ({3-[(isoquinoline-1-carbonyl)amino]-6-methyl-2-oxo-2,3,4,7-tetrahydroazepin-1-yl}-acetic acid ethyl ester), [Li+].[OH-] (LiOH). Solvent: C1CCOC1.O (THF H2O). Reaction conditions: time 2.5 hour. Yields the product C1(=NC=CC2=CC=CC=C12)C(=O)NC1C(N(CC(=CC1)C)CC(=O)O)=O ({3-[(isoquinoline-1-carbonyl)amino]-6-methyl-2-oxo-2,3,4,7-tetrahydroazepin-1-yl}-acetic acid). Reaction SMILES: C([O:3][C:4](=[O:28])[CH2:5][N:6]1[CH2:12][C:11]([CH3:13])=[CH:10][CH2:9][CH:8]([NH:14][C:15]([C:17]2[C:26]3[C:21](=[CH:22][CH:23]=[CH:24][CH:25]=3)[CH:20]=[CH:19][N:18]=2)=[O:16])[C:7]1=[O:27])C.[Li+].[OH-]>C1COCC1.O>[C:17]1([C:15]([NH:14][CH:8]2[CH2:9][CH:10]=[C:11]([CH3:13])[CH2:12][N:6]([CH2:5][C:4]([OH:28])=[O:3])[C:7]2=[O:27])=[O:16])[C:26]2[C:21](=[CH:22][CH:23]=[CH:24][CH:25]=2)[CH:20]=[CH:19][N:18]=1 |f:1.2,3.4|. Procedure details: A solution containing {3-[(isoquinoline-1-carbonyl)amino]-6-methyl-2-oxo-2,3,4,7-tetrahydroazepin-1-yl}-acetic acid ethyl ester, 11, (70 mg, 0.28 mmol) in 3 mL of 3:1 THF/H2O is treated with excess LiOH and stirred for 2.5 hours at room temperature. The solution is acidified and extracted with EtOAc. The EtOAc layer is dried (Na2SO4) and concentrated in vacuo to afford the desired product which is used without further purification. Starting materials: CN(C(COCCCC)=O)C1=C(C(=O)OCC)C(=CC=C1)C(=O)OCCCCCCCCCC (ethyl 2-[N-methyl-N-(butoxyacetyl)amino]-6-decyloxycarbonyl-benzoate), COC=1C=C(C=CC(=O)NC2=CC=C(C(=O)[O-])C=C2)C=C(C1O)OC (4-[(3,5-dimethoxy-4-hydroxycinnamoyl)amino]-benzoate). Product: C(CCCCCCCCC)OC(=O)C1=C2C(=C(C(N(C2=CC=C1)C)=O)OCCCC)O (5-decyloxycarbonyl-3-butoxy-4-hydroxy-1-methyl-2(1H)-quinolinone). As a reaction SMILES: [CH3:1][N:2]([C:11]1[CH:21]=[CH:20][CH:19]=[C:18]([C:22]([O:24][CH2:25][CH2:26][CH2:27][CH2:28][CH2:29][CH2:30][CH2:31][CH2:32][CH2:33][CH3:34])=[O:23])[C:12]=1[C:13](OCC)=[O:14])[C:3](=[O:10])[CH2:4][O:5][CH2:6][CH2:7][CH2:8][CH3:9].COC1C=C(C=C(OC)C=1O)C=CC(NC1C=CC(C([O-])=O)=CC=1)=O>>[CH2:25]([O:24][C:22]([C:18]1[CH:19]=[CH:20][CH:21]=[C:11]2[C:12]=1[C:13]([OH:14])=[C:4]([O:5][CH2:6][CH2:7][CH2:8][CH3:9])[C:3](=[O:10])[N:2]2[CH3:1])=[O:23])[CH2:26][CH2:27][CH2:28][CH2:29][CH2:30][CH2:31][CH2:32][CH2:33][CH3:34]. Procedure: In accordance with EXAMPLE 20, ethyl 2-[N-methyl-N-(butoxyacetyl)amino]-6-decyloxycarbonyl-benzoate was used instead of ethyl 2-[N-methyl-N-octyloxyacetyl)amino]-4-[(3,5-dimethoxy-4-hydroxycinnamoyl)amino]-benzoate, the title compound (68)was obtained. Starting materials: ClCCl, CCOC(=O)Cl, NCCN1CCC(CNC(=O)c2cc(C(F)(F)F)cc(C(F)(F)F)c2)CC1, CN(C)C=O. The product is CCOC(=O)NCCN1CCC(CNC(=O)c2cc(C(F)(F)F)cc(C(F)(F)F)c2)CC1. Reaction SMILES: [Cl:28][CH2:29][Cl:30].[Cl:31][C:32](=[O:33])[O:34][CH2:35][CH3:36].[NH2:1][CH2:2][CH2:3][N:4]1[CH2:5][CH2:6][CH:7]([CH2:10][NH:11][C:12]([c:13]2[cH:14][c:15]([C:23]([F:24])([F:25])[F:26])[cH:16][c:17]([C:19]([F:20])([F:21])[F:22])[cH:18]2)=[O:27])[CH2:8][CH2:9]1.[O:37]=[CH:38][N:39]([CH3:40])[CH3:41]>>[NH:1]([CH2:2][CH2:3][N:4]1[CH2:5][CH2:6][CH:7]([CH2:10][NH:11][C:12]([c:13]2[cH:14][c:15]([C:23]([F:24])([F:25])[F:26])[cH:16][c:17]([C:19]([F:20])([F:21])[F:22])[cH:18]2)=[O:27])[CH2:8][CH2:9]1)[C:32](=[O:33])[O:34][CH2:35][CH3:36]. The reactants are CN1C(NC(C=2N(C(=NC12)Br)CC#CC)=O)=O (3-methyl-7-(2-butyn-1-yl)-8-bromo-xanthine), O (water), BrCC=1SC2=C(N1)C=C(C=C2)Cl (2-bromomethyl-5-chloro-1,3-benzothiazole), C([O-])([O-])=O.[K+].[K+] (potassium carbonate). The solvent is CN(C=O)C (N,N-dimethylformamide). The product is ClC=1C=CC2=C(N=C(S2)CN2C(=O)N(C=3N=C(N(C3C2=O)CC#CC)Br)C)C1 (1-[(5-chloro-1,3-benzothiazol-2-yl)methyl]-3-methyl-7-(2-butyn-1-yl)-8-bromo-xanthine). The yield is 96.1%. Reaction SMILES: [CH3:1][N:2]1[C:10]2[N:9]=[C:8]([Br:11])[N:7]([CH2:12][C:13]#[C:14][CH3:15])[C:6]=2[C:5](=[O:16])[NH:4][C:3]1=[O:17].Br[CH2:19][C:20]1[S:21][C:22]2[CH:28]=[CH:27][C:26]([Cl:29])=[CH:25][C:23]=2[N:24]=1.C(=O)([O-])[O-].[K+].[K+].O>CN(C)C=O>[Cl:29][C:26]1[CH:27]=[CH:28][C:22]2[S:21][C:20]([CH2:19][N:4]3[C:5](=[O:16])[C:6]4[N:7]([CH2:12][C:13]#[C:14][CH3:15])[C:8]([Br:11])=[N:9][C:10]=4[N:2]([CH3:1])[C:3]3=[O:17])=[N:24][C:23]=2[CH:25]=1 |f:2.3.4|. Procedure details: By utilizing the well known method, 3-methyl-7-(2-butyn-1-yl)-8-bromo-xanthine 1a (297 mg, 1 mmol) was dissolved in N,N-dimethylformamide (8 ml). 2-bromomethyl-5-chloro-1,3-benzothiazole (263 mg, 1 mmol) and potassium carbonate (213 mg, 1.5 mmol) were added to give a reaction mixture. The reaction mixture was reacted overnight at room temperature and TLC was used to monitor the reaction progress. After the reaction was completed, the obtained reaction mixture was poured into water, suction filte... Reactants: ClC1=NC2=C(C=CC=C2C(=N1)N1[C@H](C2=CC=CC=C2CC1)C)OC ((S)-2-Chloro-8-Methoxy-4-(1-Methyl-1,2,3,4-Tetrahydroisoquinoline-2-Yl)Quinazoline), FC1=CC(=C(N)C=C1)C (4-fluoro-2-methylaniline). Solvent: CN(C=O)C (dimethyl-formamide). Yields the product Cl.COC=1C=CC=C2C(=NC(=NC12)NC1=C(C=C(C=C1)F)C)N1[C@H](C2=CC=CC=C2CC1)C ((S)-8-Methoxy-2-(4Fluoro-2-Methylphenylamino)-4-(1-Methyl-1,2,3,4-Tetrahydroisoquinoline-2-Yl)Quinazoline Hydrochloride). The yield is 44.0%. As a reaction SMILES: [Cl:1][C:2]1[N:11]=[C:10]([N:12]2[CH2:21][CH2:20][C:19]3[C:14](=[CH:15][CH:16]=[CH:17][CH:18]=3)[C@@H:13]2[CH3:22])[C:9]2[C:4](=[C:5]([O:23][CH3:24])[CH:6]=[CH:7][CH:8]=2)[N:3]=1.[F:25][C:26]1[CH:32]=[CH:31][C:29]([NH2:30])=[C:28]([CH3:33])[CH:27]=1>CN(C)C=O>[ClH:1].[CH3:24][O:23][C:5]1[CH:6]=[CH:7][CH:8]=[C:9]2[C:4]=1[N:3]=[C:2]([NH:30][C:29]1[CH:31]=[CH:32][C:26]([F:25])=[CH:27][C:28]=1[CH3:33])[N:11]=[C:10]2[N:12]1[CH2:21][CH2:20][C:19]2[C:14](=[CH:15][CH:16]=[CH:17][CH:18]=2)[C@@H:13]1[CH3:22] |f:3.4|. Procedure details: In accordance with the same procedures as in Example 18, except that to a mixture of 2.64 g of the compound (7.77 mM) prepared in Example 7 and 15 ml of dimethyl-formamide, 1.33 ml of 4-fluoro-2-methylaniline(16.3 mM) was added, 1.60 g of the title compound was prepared.